describe an organic reaction: reactants, conditions, products, and yield From a dataset of the Open Reaction Database (ORD), a public repository of structured organic reaction records. Starting materials: FC1=C(C=CC=C1)N1N=NC(=C1C1=CC=NC=C1)C1=NC(=NO1)C1=CC=C(C=O)C=C1 (4-(5-(1-(2-fluorophenyl)-5-(pyridin-4-yl)-1H-1,2,3-triazol-4-yl)-1,2,4-oxadiazol-3-yl)benzaldehyde), NC(C(=O)O)(C)C (2-amino-2-methylpropanoic acid). Product: FC1=C(C=CC=C1)N1N=NC(=C1C1=CC=NC=C1)C1=NC(=NO1)C1=CC=C(CNC(C)(C(=O)O)C)C=C1 (N-(4-{5-[1-(2-fluorophenyl)-5-pyridin-4-yl-1H-1,2,3-triazol-4-yl]-1,2,4-oxadiazol-3-yl}benzyl)-2-methylalanine), Example 174. As a reaction SMILES: [F:1][C:2]1[CH:7]=[CH:6][CH:5]=[CH:4][C:3]=1[N:8]1[C:12]([C:13]2[CH:18]=[CH:17][N:16]=[CH:15][CH:14]=2)=[C:11]([C:19]2[O:23][N:22]=[C:21]([C:24]3[CH:31]=[CH:30][C:27]([CH:28]=O)=[CH:26][CH:25]=3)[N:20]=2)[N:10]=[N:9]1.[NH2:32][C:33]([CH3:38])([CH3:37])[C:34]([OH:36])=[O:35]>>[F:1][C:2]1[CH:7]=[CH:6][CH:5]=[CH:4][C:3]=1[N:8]1[C:12]([C:13]2[CH:14]=[CH:15][N:16]=[CH:17][CH:18]=2)=[C:11]([C:19]2[O:23][N:22]=[C:21]([C:24]3[CH:25]=[CH:26][C:27]([CH2:28][NH:32][C:33]([CH3:38])([C:34]([OH:36])=[O:35])[CH3:37])=[CH:30][CH:31]=3)[N:20]=2)[N:10]=[N:9]1. Procedure details: The title compound was prepared following the procedure described for Example 94, but starting from 4-(5-(1-(2-fluorophenyl)-5-(pyridin-4-yl)-1H-1,2,3-triazol-4-yl)-1,2,4-oxadiazol-3-yl)benzaldehyde, obtained as described in Example 113, Step 1, (200 mg; 0.48 mmol) and 2-amino-2-methylpropanoic acid (100 mg; 0.97 mmol), to give Example 174 as a white solid. 1H NMR: (DMSO-d6, 400 MHz) δ 8.76-8.73 (2H, m), 8.00 (2H, d, J=8.1 Hz), 7.94-7.87 (1H, m), 7.77-7.60 (5H, m), 7.55-7.47 (2H, m), 3.96 (2H, s... Starting materials: CC(=O)SCC(=O)N1CC(C)CC1C(O)=S, N. Product: CC1CC(C(O)=S)N(C(=O)CS)C1. RXN SMILES: [C:1](=[O:2])([CH3:3])[S:4][CH2:5][C:6](=[O:7])[N:8]1[CH:9]([C:10](=[S:11])[OH:12])[CH2:13][CH:14]([CH3:16])[CH2:15]1.[NH3:17]>>[SH:4][CH2:5][C:6](=[O:7])[N:8]1[CH:9]([C:10](=[S:11])[OH:12])[CH2:13][CH:14]([CH3:16])[CH2:15]1. Reactants: NC(=S)N (thiourea), CS(=O)(=O)OCCCN1C=C(C2=CC=CC=C12)C=1C(NC(C1C1=C(C=CC=C1)[N+](=O)[O-])=O)=O (3-[1-[3-(methylsulphonyloxy)propyl]-3-indolyl]-4-(2-nitrophenyl)-1H-pyrrole-2,5-dione). The solvent is C(C)O (ethanol). Yields the product CS(=O)(=O)O.C(N)(=N)SCCCN1C=C(C2=CC=CC=C12)C=1C(NC(C1C1=C(C=CC=C1)[N+](=O)[O-])=O)=O (3-[1-[3-(amidinothio)propyl]-3-indolyl]-4-(2-nitrophenyl)-1H-pyrrole-2,5-dione methanesulphonate). Isolated yield 5.7%. RXN SMILES: [NH2:1][C:2]([NH2:4])=[S:3].[CH3:5][S:6]([O:9][CH2:10][CH2:11][CH2:12][N:13]1[C:21]2[C:16](=[CH:17][CH:18]=[CH:19][CH:20]=2)[C:15]([C:22]2[C:23](=[O:37])[NH:24][C:25](=[O:36])[C:26]=2[C:27]2[CH:32]=[CH:31][CH:30]=[CH:29][C:28]=2[N+:33]([O-:35])=[O:34])=[CH:14]1)(=[O:8])=[O:7]>C(O)C>[CH3:5][S:6]([OH:9])(=[O:8])=[O:7].[C:2]([S:3][CH2:10][CH2:11][CH2:12][N:13]1[C:21]2[C:16](=[CH:17][CH:18]=[CH:19][CH:20]=2)[C:15]([C:22]2[C:23](=[O:37])[NH:24][C:25](=[O:36])[C:26]=2[C:27]2[CH:32]=[CH:31][CH:30]=[CH:29][C:28]=2[N+:33]([O-:35])=[O:34])=[CH:14]1)(=[NH:4])[NH2:1] |f:3.4|. Procedure details: 50 mg of thiourea were added to a solution, heated at reflux, of 150 mg of the product of Example 68 in 15 ml of ethanol. The mixture was heated for 1 hour and the solvent was then evaporated. The residue was chromatographed on silica gel with 20% methanol in dichloromethane to give 10 mg of 3-[1-[3-(amidinothio)propyl]-3-indolyl]-4-(2-nitrophenyl)-1H-pyrrole-2,5-dione methanesulphonate, m.p. 164°-165° C. Starting materials: OC1=CC=C(C(=O)C2=CNC3=CC=CC=C23)C=C1 (3-(p-hydroxybenzoyl) indole), ClCCCO (3-chloropropanol). Run in CN(C=O)C (dimethylformamide), C[O-].[Na+] (sodium methoxide). Reaction conditions: temperature 110 celsius, time 3 hour. The product is OCCCOC1=CC=C(C(=O)C2=CNC3=CC=CC=C23)C=C1 (3-[p-(3-hydroxypropoxy)benzoyl]indole). RXN SMILES: [OH:1][C:2]1[CH:18]=[CH:17][C:5]([C:6]([C:8]2[C:16]3[C:11](=[CH:12][CH:13]=[CH:14][CH:15]=3)[NH:10][CH:9]=2)=[O:7])=[CH:4][CH:3]=1.Cl[CH2:20][CH2:21][CH2:22][OH:23]>CN(C)C=O.C[O-].[Na+]>[OH:23][CH2:22][CH2:21][CH2:20][O:1][C:2]1[CH:3]=[CH:4][C:5]([C:6]([C:8]2[C:16]3[C:11](=[CH:12][CH:13]=[CH:14][CH:15]=3)[NH:10][CH:9]=2)=[O:7])=[CH:17][CH:18]=1 |f:3.4|. Procedure details: 5 g of 3-(p-hydroxybenzoyl) indole were dissolved in 50 ml of dimethylformamide containing 2.28 g of sodium methoxide. 4.0 g of 3-chloropropanol was added to the solution followed by stirring at 110° C. in oil bath for 3 hours. After cooling, the solution was concentrated and extracted with 100 ml of ethyl acetate and 50 ml of water. The organic layer obtained was concentrated, and then the residue was purified by column chromatography on silica gel. Crude product was recrystallized from ethyl a... Reactants: COC=1C=C2C=C(C=[N+](C2=CC1)[O-])[N+](=O)[O-] (6-methoxy-3-nitroquinoline-1-oxide), COC=1C=C2C=C(C=[N+](C2=CC1)[O-])[N+](=O)[O-] (6-methoxy-3-nitroquinoline-1-oxide), P(=O)(Cl)(Cl)Cl (phosphorus oxychloride), ice water. The solvent is ClCCl (dichloromethane). Run at temperature 100 celsius, time 30 minute. The product is ClC1=NC2=CC=C(C=C2C=C1[N+](=O)[O-])OC (2-Chloro-6-methoxy-3-nitroquinoline). As a reaction SMILES: [CH3:1][O:2][C:3]1[CH:4]=[C:5]2[C:10](=[CH:11][CH:12]=1)[N+:9]([O-])=[CH:8][C:7]([N+:14]([O-:16])=[O:15])=[CH:6]2.P(Cl)(Cl)([Cl:19])=O>ClCCl>[Cl:19][C:8]1[C:7]([N+:14]([O-:16])=[O:15])=[CH:6][C:5]2[C:10](=[CH:11][CH:12]=[C:3]([O:2][CH3:1])[CH:4]=2)[N:9]=1. Procedure: A suspension of 8.0 g of 6-methoxy-3-nitroquinoline-1-oxide (compound D3) in 80 ml of phosphorus oxychloride is stirred at 100° C. for 30 min. After cooling to room temperature, the reaction mixture is added to 500 ml of ice water, diluted with 250 ml of dichloromethane and extracted three times each with 250 ml of a halfsaturated aqueous potassium carbonate solution. The organic layer is dried using magnesium sulfate, filtered and evaporated in vacuo. The residue is recrystallized from diethyle... The reactants are C(#N)CS[C@@H]1[C@H](COC1)[C@@](C)(C1=C(C=CC=C1)F)NC(C(F)(F)F)=O (N-[rel-(S)-1-((3S,4R)-4-cyanomethylsulfanyl-tetrahydro-furan-3-yl)-1-(2-fluoro-phenyl)-ethyl]-2,2,2-trifluoro-acetamide), [BH4-].[Na+] (sodium borohydride). Run in C(C)O (ethanol). Reaction conditions: time 8 hour. Yields the product N[C@](C)(C1=C(C=CC=C1)F)[C@@H]1[C@H](COC1)SCC#N ({rel-(3R,4S)-4-[(S)-1-amino-1-(2-fluoro-phenyl)-ethyl]-tetrahydro-furan-3-ylsulfanyl}-acetonitrile). Isolated yield 57.0%. RXN SMILES: [C:1]([CH2:3][S:4][C@H:5]1[CH2:9][O:8][CH2:7][C@@H:6]1[C@:10]([NH:19]C(=O)C(F)(F)F)([C:12]1[CH:17]=[CH:16][CH:15]=[CH:14][C:13]=1[F:18])[CH3:11])#[N:2].[BH4-].[Na+]>C(O)C>[NH2:19][C@@:10]([C@H:6]1[CH2:7][O:8][CH2:9][C@@H:5]1[S:4][CH2:3][C:1]#[N:2])([C:12]1[CH:17]=[CH:16][CH:15]=[CH:14][C:13]=1[F:18])[CH3:11] |f:1.2|. Reported procedure: A solution of the crude N-[rel-(S)-1-((3S,4R)-4-cyanomethylsulfanyl-tetrahydro-furan-3-yl)-1-(2-fluoro-phenyl)-ethyl]-2,2,2-trifluoro-acetamide (2 g, 3.19 mmol) in ethanol (60 ml) was reacted with sodium borohydride (482 mg, 12.8 mmol) at 0° C. The reaction was left to warm to room temperature and stirred overnight. For the workup, the reaction mixture was extracted with a mixture of a saturated solution of sodium hydrogencarbonate and ethyl acetate. The combined organic layers were dried over s... Starting materials: COC=1C=C2C(=CC=NC2=CC1OC)OC1=CC(=CC=C1)[N+](=O)[O-] (6,7-dimethoxy-4-(3-nitrophenoxy)quinoline), [N+](=O)([O-])C=1C=C(C=CC1)O (3-nitrophenol), C(CCC)C1=CC=C(C=C1)N=C=O (4-n-butylphenyl isocyanate). Solvent: C1(=CC=CC=C1)C (toluene). Yields the product C(CCC)C1=CC=C(C=C1)NC(=O)NC1=CC(=CC=C1)OC1=CC=NC2=CC(=C(C=C12)OC)OC (N-(4-n-Butylphenyl)-N'-{3-[(6,7-dimethoxy-4-quinolyl)oxy]phenyl}urea). Yield: 32.0%. RXN SMILES: [CH3:1][O:2][C:3]1[CH:4]=[C:5]2[C:10](=[CH:11][C:12]=1[O:13][CH3:14])[N:9]=[CH:8][CH:7]=[C:6]2[O:15][C:16]1[CH:21]=[CH:20][CH:19]=[C:18]([N+:22]([O-])=O)[CH:17]=1.[N+](C1C=C(O)C=CC=1)([O-])=O.[CH2:35]([C:39]1[CH:44]=[CH:43][C:42]([N:45]=[C:46]=[O:47])=[CH:41][CH:40]=1)[CH2:36][CH2:37][CH3:38]>C1(C)C=CC=CC=1>[CH2:35]([C:39]1[CH:44]=[CH:43][C:42]([NH:45][C:46]([NH:22][C:18]2[CH:19]=[CH:20][CH:21]=[C:16]([O:15][C:6]3[C:5]4[C:10](=[CH:11][C:12]([O:13][CH3:14])=[C:3]([O:2][CH3:1])[CH:4]=4)[N:9]=[CH:8][CH:7]=3)[CH:17]=2)=[O:47])=[CH:41][CH:40]=1)[CH2:36][CH2:37][CH3:38]. Procedure details: 6,7-Dimethoxy-4-(3-aminophenoxy)quinoline (51 mg), which was obtained, analogously to Example 49, by reducing 6,7-dimethoxy-4-(3-nitrophenoxy)quinoline obtained in the same manner as described in Example 48, except that 3-nitrophenol was used in place of 4-nitrophenol, was dissolved in toluene (3 ml) with heat, 4-n-butylphenyl isocyanate (0.2 ml) was added, and the admixture was refluxed with heat for 50 minutes. The resulting residue was purified by chromatography on silica gel eluting with chl... Reactants: C=O, CNC, CCO, Cc1cccc(C)c1O, Cl, O. The product is Cc1cc(CN(C)C)cc(C)c1O. As a reaction SMILES: [CH2:13]=[O:14].[CH3:10][NH:11][CH3:12].[CH3:16][CH2:17][OH:18].[CH3:1][c:2]1[c:3]([OH:9])[c:4]([CH3:8])[cH:5][cH:6][cH:7]1.[ClH:15].[OH2:19]>>[CH3:1][c:2]1[c:3]([OH:9])[c:4]([CH3:8])[cH:5][c:6]([CH2:13][N:11]([CH3:10])[CH3:12])[cH:7]1.